Task: describe an organic reaction: reactants, conditions, products, and yield. Dataset: the Open Reaction Database (ORD), a public repository of structured organic reaction records Starting materials: CCI, COc1cccc(C23CCCC(C2)N(C)C3=O)c1, [Li], O, c1ccccc1. The product is CC=C1N(C)C2CCCC1(c1cccc(OC)c1)C2. Reaction SMILES: [CH2:2]([CH3:3])[I:4].[CH3:5][O:6][c:7]1[cH:8][c:9]([C:13]23[CH2:14][CH2:15][CH2:16][CH:17]([N:18]([CH3:21])[C:19]2=[O:20])[CH2:22]3)[cH:10][cH:11][cH:12]1.[Li:1].[OH2:23].[cH:24]1[cH:25][cH:26][cH:27][cH:28][cH:29]1>>[CH:2]([CH3:3])=[C:19]1[C:13]2([c:9]3[cH:8][c:7]([O:6][CH3:5])[cH:12][cH:11][cH:10]3)[CH2:14][CH2:15][CH2:16][CH:17]([N:18]1[CH3:21])[CH2:22]2. Starting materials: O=CCCCCCC(=O)OCC (ethyl 7-oxoheptanoate), O (Water), C(C)(=O)O[C@H]1CCNC2=NC(=C(N=C21)C2=CC=CC=C2)C2=CC=CC=C2 ((S)-2,3-diphenyl-5,6,7,8-tetrahydropyrido[2,3-b]pyrazin-8-yl acetate), O=CCCCCCC(=O)OCC (ethyl 7-oxoheptanoate), C(C)(=O)O[BH-](OC(C)=O)OC(C)=O.[Na+] (sodium triacetoxyborohydride). Run in CO (MeOH), ClCCCl (DCE). Reaction conditions: time 8 hour. Product: C(C)(=O)O[C@H]1CCN(C2=NC(=C(N=C21)C2=CC=CC=C2)C2=CC=CC=C2)CCCCCCC(=O)OCC ((S)-Ethyl 7-(8-acetoxy-2,3-diphenyl-7,8-dihydropyrido[2,3-b]pyrazin-5(6H)-yl)heptanoate). As a reaction SMILES: [C:1]([O:4][C@@H:5]1[C:14]2[C:9](=[N:10][C:11]([C:21]3[CH:26]=[CH:25][CH:24]=[CH:23][CH:22]=3)=[C:12]([C:15]3[CH:20]=[CH:19][CH:18]=[CH:17][CH:16]=3)[N:13]=2)[NH:8][CH2:7][CH2:6]1)(=[O:3])[CH3:2].O=[CH:28][CH2:29][CH2:30][CH2:31][CH2:32][CH2:33][C:34]([O:36][CH2:37][CH3:38])=[O:35].C(O[BH-](OC(=O)C)OC(=O)C)(=O)C.[Na+].O>ClCCCl.CO>[C:1]([O:4][C@@H:5]1[C:14]2[C:9](=[N:10][C:11]([C:21]3[CH:26]=[CH:25][CH:24]=[CH:23][CH:22]=3)=[C:12]([C:15]3[CH:20]=[CH:19][CH:18]=[CH:17][CH:16]=3)[N:13]=2)[N:8]([CH2:28][CH2:29][CH2:30][CH2:31][CH2:32][CH2:33][C:34]([O:36][CH2:37][CH3:38])=[O:35])[CH2:7][CH2:6]1)(=[O:3])[CH3:2] |f:2.3|. Procedure: To a solution of (S)-2,3-diphenyl-5,6,7,8-tetrahydropyrido[2,3-b]pyrazin-8-yl acetate (Intermediate HBS) (46 mg, 0.133 mmol) in DCE (7 ml) was added ethyl 7-oxoheptanoate (68.8 mg, 0.4 mmol) followed by sodium triacetoxyborohydride (226 mg, 1.065 mmol). The reaction mixture was left to stir at room temperature overnight under an atmosphere of nitrogen. A further portion of ethyl 7-oxoheptanoate (71.8 mg, 0.417 mmol) was added. The reaction mixture was left to stir for a further 5 hours under an ... Reactants: CC1=CC=C(C=C1)N(C1=C(C=C(C=C1C)C1=CC(=C(N(C(C)=O)C2=CC=C(C=C2)C)C(=C1)C)C)C)C1=CC=C(C=C1)C (N,N,N'-tris(4-methylphenyl)-N'-acetyl-3,3',5,5'-tetramethylbenzidine), IC1=CC=C2C=CC3=CC=CC4=CC=C1C2=C34 (1-iodo-pyrene). The product is CC1=CC=C(C=C1)N(C1=C(C=C(C=C1C)C1=CC(=C(N(C2=CC=C3C=CC4=CC=CC5=CC=C2C3=C45)C4=CC=C(C=C4)C)C(=C1)C)C)C)C1=CC=C(C=C1)C (N,N,N'-tris(4-methylphenyl)-N'-(1-pyrenyl)-3,3',5,5'-tetramethylbenzidine). As a reaction SMILES: [CH3:1][C:2]1[CH:7]=[CH:6][C:5]([N:8]([C:36]2[CH:41]=[CH:40][C:39]([CH3:42])=[CH:38][CH:37]=2)[C:9]2[C:14]([CH3:15])=[CH:13][C:12]([C:16]3[CH:32]=[C:31]([CH3:33])[C:19]([N:20]([C:24]4[CH:29]=[CH:28][C:27]([CH3:30])=[CH:26][CH:25]=4)[C:21](=O)[CH3:22])=[C:18]([CH3:34])[CH:17]=3)=[CH:11][C:10]=2[CH3:35])=[CH:4][CH:3]=1.I[C:44]1[C:57]2[C:58]3=[C:59]4[C:54](=[CH:55][CH:56]=2)C=C[CH:51]=[C:50]4[CH:49]=[CH:48][C:47]3=[CH:46][CH:45]=1>>[CH3:1][C:2]1[CH:7]=[CH:6][C:5]([N:8]([C:36]2[CH:41]=[CH:40][C:39]([CH3:42])=[CH:38][CH:37]=2)[C:9]2[C:14]([CH3:15])=[CH:13][C:12]([C:16]3[CH:32]=[C:31]([CH3:33])[C:19]([N:20]([C:24]4[CH:29]=[CH:28][C:27]([CH3:30])=[CH:26][CH:25]=4)[C:21]4[C:54]5[C:59]6=[C:58]7[C:57](=[CH:56][CH:55]=5)[CH:44]=[CH:45][CH:46]=[C:47]7[CH:48]=[CH:49][C:50]6=[CH:51][CH:22]=4)=[C:18]([CH3:34])[CH:17]=3)=[CH:11][C:10]=2[CH3:35])=[CH:4][CH:3]=1. Procedure details: The thus obtained N,N,N'-tris(4-methylphenyl)-N'-acetyl-3,3',5,5'-tetramethylbenzidine was hydrolyzed, and the hydrolyzed product and 1-iodo-pyrene were subjected to the same Ullmann reaction as in Preparation Example 1-6, whereby N,N,N'-tris(4-methylphenyl)-N'-(1-pyrenyl)-3,3',5,5'-tetramethylbenzidine (m.p. 198.0°-199.0° C.) was obtained. Starting materials: [N+](=O)([O-])C=1C=C(C(=CC1)F)C=1OC2=C(N1)C=CC(=C2F)F (2-(3-nitro-6-fluorophenyl)-6,7-difluorobenzoxazole), C(CC)N (propylamine). Product: [N+](=O)([O-])C=1C=C(C(=CC1)NCCC)C=1OC2=C(N1)C=CC(=C2F)F (2-(3-Nitro-6-propylaminophenyl)-6,7-difluorobenzoxazole). Reaction SMILES: [N+:1]([C:4]1[CH:5]=[C:6]([C:11]2[O:12][C:13]3[C:19]([F:20])=[C:18]([F:21])[CH:17]=[CH:16][C:14]=3[N:15]=2)[C:7](F)=[CH:8][CH:9]=1)([O-:3])=[O:2].[CH2:22]([NH2:25])[CH2:23][CH3:24]>>[N+:1]([C:4]1[CH:5]=[C:6]([C:11]2[O:12][C:13]3[C:19]([F:20])=[C:18]([F:21])[CH:17]=[CH:16][C:14]=3[N:15]=2)[C:7]([NH:25][CH2:22][CH2:23][CH3:24])=[CH:8][CH:9]=1)([O-:3])=[O:2]. Procedure: Prepared by the method of Example 54a), from 2-(3-nitro-6-fluorophenyl)-6,7-difluorobenzoxazole (235 mg, 0.8 mmol) and propylamine (328 μL, 4.0 mmol) the subtitle compound was obtained. The product was used directly in the next step without purification. The reactants are C1(=CC=CC=C1)SCN1S(NC(C1=O)CCC)(=O)=O (2-phenylthiomethyl-4-propyl-1,2,5-thiadiazolidin-3-one 1,1-dioxide), S(=O)(=O)(Cl)Cl (sulfuryl chloride). Run in C(Cl)Cl (methylene chloride). Run at time 3 hour. Product: ClCN1S(NC(C1=O)CCC)(=O)=O (2-chloromethyl-4-propyl-1,2,5-thiadiazolidin-3-one 1,1-dioxide). Yield: 89.6%. Reaction SMILES: C1(S[CH2:8][N:9]2[C:13](=[O:14])[CH:12]([CH2:15][CH2:16][CH3:17])[NH:11][S:10]2(=[O:19])=[O:18])C=CC=CC=1.S(Cl)([Cl:23])(=O)=O>C(Cl)Cl>[Cl:23][CH2:8][N:9]1[C:13](=[O:14])[CH:12]([CH2:15][CH2:16][CH3:17])[NH:11][S:10]1(=[O:19])=[O:18]. Procedure details: To a solution of 2-phenylthiomethyl-4-propyl-1,2,5-thiadiazolidin-3-one 1,1-dioxide (5.23 g, 17.43 mmol) in 200 ml of methylene chloride was added sulfuryl chloride (2.15 ml, 26.07 mmol) and the mixture was stirred for 3 hours at room temperature. The mixture was concentrated in vacuo, the residue triturated in hexane (200ml) for 2 hours, and the resulting solid was filtered and dried to afford 3.54 g (90%) of 2-chloromethyl-4-propyl-1,2,5-thiadiazolidin-3-one 1,1-dioxide (Formula II: R1 =H; R2 ... Starting materials: CO, CCOC(C)=O, CC#N, CC(=O)N1CCc2c(c(-c3ccc(Cl)cc3)nn2CCCCl)C1, Fc1ccccc1N1CCNCC1, [K+], [K+], O=C([O-])[O-]. Yields the product CC(=O)N1CCc2c(c(-c3ccc(Cl)cc3)nn2CCCN2CCN(c3ccccc3F)CC2)C1. RXN SMILES: [CH3:43][OH:44].[CH3:45][CH2:46][O:47][C:48]([CH3:49])=[O:50].[CH3:51][C:52]#[N:53].[Cl:1][c:2]1[cH:3][cH:4][c:5](-[c:8]2[n:9][n:10]([CH2:20][CH2:21][CH2:22][Cl:23])[c:11]3[c:12]2[CH2:13][N:14]([C:17]([CH3:18])=[O:19])[CH2:15][CH2:16]3)[cH:6][cH:7]1.[F:24][c:25]1[c:26]([N:31]2[CH2:32][CH2:33][NH:34][CH2:35][CH2:36]2)[cH:27][cH:28][cH:29][cH:30]1.[K+:37].[K+:38].[O-:39][C:40]([O-:41])=[O:42]>>[Cl:1][c:2]1[cH:3][cH:4][c:5](-[c:8]2[n:9][n:10]([CH2:20][CH2:21][CH2:22][N:34]3[CH2:33][CH2:32][N:31]([c:26]4[c:25]([F:24])[cH:30][cH:29][cH:28][cH:27]4)[CH2:36][CH2:35]3)[c:11]3[c:12]2[CH2:13][N:14]([C:17]([CH3:18])=[O:19])[CH2:15][CH2:16]3)[cH:6][cH:7]1. Reactants: C(C)OC(CC1=CC(=C(C=C1)OC)OC1=C(C=C(C=C1)C(F)(F)F)CN1C(O[C@@H]([C@@H]1C)C1=CC=CC=C1)=O)=O ({4-methoxy-3-[2-((4S,5R)-4-methyl-2-oxo-5-phenyl-oxazolidin-3-ylmethyl)-4-trifluoromethyl-phenoxy]-phenyl}-acetic acid ethyl ester), [OH-].[Li+] (lithium hydroxide), Cl (HCl). The solvent is CO (MeOH). Conditions: temperature 60 celsius, time 8 hour. Product: COC1=C(C=C(C=C1)CC(=O)O)OC1=C(C=C(C=C1)C(F)(F)F)CN1C(O[C@@H]([C@@H]1C)C1=CC=CC=C1)=O ({4-Methoxy-3-[2-((4S,5R)-4-methyl-2-oxo-5-phenyl-oxazolidin-3-ylmethyl)-4-trifluoromethyl-phenoxy]-phenyl}-acetic acid). As a reaction SMILES: C([O:3][C:4](=[O:39])[CH2:5][C:6]1[CH:11]=[CH:10][C:9]([O:12][CH3:13])=[C:8]([O:14][C:15]2[CH:20]=[CH:19][C:18]([C:21]([F:24])([F:23])[F:22])=[CH:17][C:16]=2[CH2:25][N:26]2[C@@H:30]([CH3:31])[C@@H:29]([C:32]3[CH:37]=[CH:36][CH:35]=[CH:34][CH:33]=3)[O:28][C:27]2=[O:38])[CH:7]=1)C.[OH-].[Li+].Cl>CO>[CH3:13][O:12][C:9]1[CH:10]=[CH:11][C:6]([CH2:5][C:4]([OH:39])=[O:3])=[CH:7][C:8]=1[O:14][C:15]1[CH:20]=[CH:19][C:18]([C:21]([F:23])([F:24])[F:22])=[CH:17][C:16]=1[CH2:25][N:26]1[C@@H:30]([CH3:31])[C@@H:29]([C:32]2[CH:33]=[CH:34][CH:35]=[CH:36][CH:37]=2)[O:28][C:27]1=[O:38] |f:1.2|. Procedure: To {4-methoxy-3-[2-((4S,5R)-4-methyl-2-oxo-5-phenyl-oxazolidin-3-ylmethyl)-4-trifluoromethyl-phenoxy]-phenyl}-acetic acid ethyl ester (0.08 g, 0.15 mmol) in MeOH (4 mL) was added 1N aqueous lithium hydroxide (2 mL), and the reaction was stirred at 60° C. overnight. The mixture was acidified with 1N aqueous HCl, and the aqueous layer was extracted twice with EtOAc. The combined organic layers were dried over MgSO4, filtered, and concentrated, and the residue was purified by preparative HPLC to gi... The reactants are BrC1=CC=2CC3=CC(=CC=C3C2C=C1)Br (2,7-dibromofluorene), BrC1=CC=2CC3=CC(=CC=C3C2C=C1)Br (2,7-dibromofluorene), BrCCCCCCCC (1-bromooctane), CS(=O)C (dimethylsulfoxide), [OH-].[Na+] (sodiumhydroxide). The reagents and catalysts are [Cl-].C(C1=CC=CC=C1)[N+](CC)(CC)CC (benzyltriethylammonium chloride). Run in O (water). Conditions: temperature 80 celsius, time 20 hour. The product is BrC1=CC=2C(C3=CC(=CC=C3C2C=C1)Br)(CCCCCCCC)CCCCCCCC (2,7-Dibromo-9,9-dioctylfluorene). As a reaction SMILES: [Br:1][C:2]1[CH:14]=[CH:13][C:12]2[C:11]3[C:6](=[CH:7][C:8]([Br:15])=[CH:9][CH:10]=3)[CH2:5][C:4]=2[CH:3]=1.Br[CH2:17][CH2:18][CH2:19][CH2:20][CH2:21][CH2:22][CH2:23][CH3:24].CS(C)=O.[OH-].[Na+]>[Cl-].C([N+](CC)(CC)CC)C1C=CC=CC=1.O>[Br:1][C:2]1[CH:14]=[CH:13][C:12]2[C:11]3[C:6](=[CH:7][C:8]([Br:15])=[CH:9][CH:10]=3)[C:5]([CH2:13][CH2:14][CH2:2][CH2:3][CH2:4][CH2:12][CH2:11][CH3:10])([CH2:17][CH2:18][CH2:19][CH2:20][CH2:21][CH2:22][CH2:23][CH3:24])[C:4]=2[CH:3]=1 |f:3.4,5.6|. Procedure details: 10.0 g (31.0 mmol) of 2,7-dibromofluorene, 19.7 g (89.0 mmol) of 1-bromooctane, 25 ml of dimethylsulfoxide, 24.9 g (623 mmol) of sodiumhydroxide and 50 ml of water were added to a 200 ml three-necked flask equipped with a reflux condenser, and this mixture was heated to 80° C. After the dissolution of the 2,7-dibromofluorene was confirmed, 608 mg (2.66 mmol) of benzyltriethylammonium chloride was added, and the resulting mixture was heated and agitated for 20 hours.